Dataset: the Open Reaction Database (ORD), a public repository of structured organic reaction records. Task: describe an organic reaction: reactants, conditions, products, and yield Reaction SMILES: C[O:2][C:3]([C:5]1[C:13]2[O:12][C:11](=[O:14])[NH:10][C:9]=2[CH:8]=[C:7]([Cl:15])[CH:6]=1)=O.O1CCCC1.[Li+].[BH4-]>C(OCC)C>[Cl:15][C:7]1[CH:6]=[C:5]([CH2:3][OH:2])[C:13]2[O:12][C:11](=[O:14])[NH:10][C:9]=2[CH:8]=1 |f:2.3|. Isolated yield 88.6%. Reaction conditions: time 3 hour. Procedure: 5-Chloro-2-oxo-2,3-dihydro-benzooxazole-7-carboxylic acid methyl ester (8 g, 35 mmol) is suspended in diethyl ether (100 mL) and tetrahydrofuran (410 mL) and cooled to zero. The reaction is purged with nitrogen and LiBH4 (6.72 g, 310 mmol) is added portion wise to the reaction. The reaction is warmed to room temperature and stirred for 3 hours. Upon completion the reaction is cooled to 0° C. and quenched by the slow addition of saturated ammonium chloride (250 mL). Water is added to the reaction... Starting materials: COC(=O)C1=CC(=CC=2NC(OC21)=O)Cl (5-Chloro-2-oxo-2,3-dihydro-benzooxazole-7-carboxylic acid methyl ester), O1CCCC1 (tetrahydrofuran), [Li+].[BH4-] (LiBH4). Solvent: C(C)OCC (diethyl ether). Yields the product ClC=1C=C(C2=C(NC(O2)=O)C1)CO (5-Chloro-7-hydroxymethyl-3H-benzooxazol-2-one). Starting materials: C(C)OC(C(C)(C)N1C(C2=CC=C(C=C2CC1)OCC1=CC=C(C=C1)F)=O)=O (2-[6-(4-fluoro-benzyloxy)-1-oxo-3,4-dihydro-1H-isoquinolin-2-yl]-2-methyl-propionic acid ethyl ester), [OH-].[Li+] (lithium hydroxide). Solvent: O (water), O1CCOCC1 (dioxane). Conditions: temperature 50 celsius, time 8 hour. Yields the product FC1=CC=C(COC=2C=C3CCN(C(C3=CC2)=O)C(C(=O)O)(C)C)C=C1 (2-[6 (4-Fluoro-benzyloxy)-1-oxo-3,4-dihydro-1H-isoquinolin-2-yl]-2-methyl-propionic acid). Reaction SMILES: C([O:3][C:4](=[O:28])[C:5]([N:8]1[CH2:17][CH2:16][C:15]2[C:10](=[CH:11][CH:12]=[C:13]([O:18][CH2:19][C:20]3[CH:25]=[CH:24][C:23]([F:26])=[CH:22][CH:21]=3)[CH:14]=2)[C:9]1=[O:27])([CH3:7])[CH3:6])C.[OH-].[Li+]>O.O1CCOCC1>[F:26][C:23]1[CH:22]=[CH:21][C:20]([CH2:19][O:18][C:13]2[CH:14]=[C:15]3[C:10](=[CH:11][CH:12]=2)[C:9](=[O:27])[N:8]([C:5]([CH3:6])([CH3:7])[C:4]([OH:28])=[O:3])[CH2:17][CH2:16]3)=[CH:25][CH:24]=1 |f:1.2|. Procedure details: A mixture of the 2-[6-(4-fluoro-benzyloxy)-1-oxo-3,4-dihydro-1H-isoquinolin-2-yl]-2-methyl-propionic acid ethyl ester (220 mg, 0.571 mmol) and lithium hydroxide (274 mg, 11.41 mmol) in water and dioxane (1:1 v:v, 5 mL) was stirred at 50° C. overnight. The dioxane was evaporated and the mixture acidified to pH 3-4 with 0.1 N HCl. After extraction with ethyl acetate, drying of the organic layer with magnesium sulfate, filtration and evaporation a white solid was obtained (196 g, 96%). MS: m/e 356.... The reactants are [OH-].[Na+] (sodium hydroxide), [C-]#N.[Na+] (sodium cyanide), O(C1=CC=CC=C1)C1=C(CCl)C=CC=C1 (2-phenoxybenzyl chloride), C(CCC)Cl (butyl chloride). Solvent: CS(=O)C (dimethyl sulfoxide), O (water). Run at time 2 hour. The product is O(C1=CC=CC=C1)C1=C(C=CC=C1)C(C#N)CCCC (2-(2-Phenoxyphenyl)hexanenitrile). The yield is 92.8%. Reaction SMILES: [C-:1]#[N:2].[Na+].[O:4]([C:11]1[CH:18]=[CH:17][CH:16]=[CH:15][C:12]=1[CH2:13]Cl)[C:5]1[CH:10]=[CH:9][CH:8]=[CH:7][CH:6]=1.[CH2:19](Cl)[CH2:20][CH2:21][CH3:22].[OH-].[Na+]>O.CS(C)=O>[O:4]([C:11]1[CH:18]=[CH:17][CH:16]=[CH:15][C:12]=1[CH:13]([CH2:19][CH2:20][CH2:21][CH3:22])[C:1]#[N:2])[C:5]1[CH:10]=[CH:9][CH:8]=[CH:7][CH:6]=1 |f:0.1,4.5|. Procedure details: Into a three-necked 300 ml round-bottom flask are charged 7.4 g (0.15 mole) of sodium cyanide and 80 ml of dimethyl sulfoxide. To this slurry is added 30 g (0.13 mole) of 2-phenoxybenzyl chloride dropwise. Reaction temperature increases from 24° to 44° C. The reaction mixture is stirred for an additional 11/2 hours. To this reaction mixture is added 13.7 g (0.13 mole) of butyl chloride followed by dropwise addition of 34 g (0.4 mole) of 50% sodium hydroxide solution. After stirring for an additi... Reactants: CC(C)(C)OC(=O)N1CCCC1COc1ccc(Nc2nc(N)c(C(=O)c3cccc(F)c3)s2)cc1, CCOCC, Cl. Yields the product Nc1nc(Nc2ccc(OCC3CCCN3)cc2)sc1C(=O)c1cccc(F)c1. RXN SMILES: [C:1]([O:2][C:3](=[O:4])[N:8]1[CH:9]([CH2:13][O:14][c:15]2[cH:16][cH:17][c:18]([NH:21][c:22]3[s:23][c:24]([C:28]([c:29]4[cH:30][c:31]([F:35])[cH:32][cH:33][cH:34]4)=[O:36])[c:25]([NH2:27])[n:26]3)[cH:19][cH:20]2)[CH2:10][CH2:11][CH2:12]1)([CH3:5])([CH3:6])[CH3:7].[CH3:38][CH2:39][O:40][CH2:41][CH3:42].[ClH:37]>>[NH:8]1[CH:9]([CH2:13][O:14][c:15]2[cH:16][cH:17][c:18]([NH:21][c:22]3[s:23][c:24]([C:28]([c:29]4[cH:30][c:31]([F:35])[cH:32][cH:33][cH:34]4)=[O:36])[c:25]([NH2:27])[n:26]3)[cH:19][cH:20]2)[CH2:10][CH2:11][CH2:12]1. The reactants are Cl, [K+], [OH-], O, COC(=O)Cc1nc2nc(C)cc(S)n2n1. Yields the product Cc1cc(S)n2nc(CC(=O)O)nc2n1. As a reaction SMILES: [ClH:19].[K+:18].[OH-:17].[OH2:20].[SH:1][c:2]1[cH:3][c:4]([CH3:16])[n:5][c:6]2[n:7]1[n:8][c:9]([CH2:11][C:12](=[O:13])[O:14][CH3:15])[n:10]2>>[SH:1][c:2]1[cH:3][c:4]([CH3:16])[n:5][c:6]2[n:7]1[n:8][c:9]([CH2:11][C:12](=[O:13])[OH:14])[n:10]2.